Dataset: the Open Reaction Database (ORD), a public repository of structured organic reaction records. Task: describe an organic reaction: reactants, conditions, products, and yield Reactants: [N+](=O)(O)[O-] (nitric acid), NC1=NC=C(C=C1)Br (2-amino-5-bromopyridine), S(O)(O)(=O)=O (sulfuric acid), ice water. Procedure details: 34.5 ml (821.6 mmol) of fuming nitric acid (d=1.5 g/cm3) are added dropwise at 60° C. to 100 g (574.7 mmol) of 2-amino-5-bromopyridine in 300 ml of concentrated sulfuric acid (d=1.84 g/cm3), and the mixture is subsequently stirred at 60° C. for 2 hours. The reaction mixture is poured into ice water, and the precipitated solid is filtered off, washed with water and dried, giving 88.16 g of 5-bromo-2-hydroxy-3-nitropyridine. ##STR10## Reaction conditions: temperature 60 celsius, time 2 hour. Product: BrC=1C=C(C(=NC1)O)[N+](=O)[O-] (5-bromo-2-hydroxy-3-nitropyridine). Reaction SMILES: [N+:1]([O-:4])(O)=[O:2].N[C:6]1[CH:11]=[CH:10][C:9]([Br:12])=[CH:8][N:7]=1.S(=O)(=O)(O)[OH:14]>>[Br:12][C:9]1[CH:10]=[C:11]([N+:1]([O-:4])=[O:2])[C:6]([OH:14])=[N:7][CH:8]=1. Reactants: [BH4-], Cc1csc2c1S(=O)(=O)N=CN2C, CC(C)O, Cl, [Na+], O. RXN SMILES: [BH4-:1].[CH3:3][N:4]1[CH:5]=[N:6][S:7](=[O:14])(=[O:15])[c:8]2[c:9]1[s:10][cH:11][c:12]2[CH3:13].[CH:17]([OH:18])([CH3:19])[CH3:20].[ClH:16].[Na+:2].[OH2:21]>>[CH3:3][N:4]1[CH2:5][NH:6][S:7](=[O:14])(=[O:15])[c:8]2[c:9]1[s:10][cH:11][c:12]2[CH3:13]. Product: Cc1csc2c1S(=O)(=O)NCN2C. Reactants: C(C1=CC=CC=C1)N=C=S (Benzylisothiocyanate), NN (hydrazine). Run in O1CCOCC1 (dioxane). The product is C(C1=CC=CC=C1)NC(NN)=S (4-benzylthiosemicarbazide). The yield is 51.5%. Reaction SMILES: [CH2:1]([N:8]=[C:9]=[S:10])[C:2]1[CH:7]=[CH:6][CH:5]=[CH:4][CH:3]=1.[NH2:11][NH2:12]>O1CCOCC1>[CH2:1]([NH:8][C:9](=[S:10])[NH:11][NH2:12])[C:2]1[CH:7]=[CH:6][CH:5]=[CH:4][CH:3]=1. Procedure: Benzylisothiocyanate (4.0 g) is slowly added to 1.8 g of anhydrous hydrazine in 50 ml dioxane. The reaction mixture is stirred at room temperature, the dioxane is then removed in vacuo and the residue is recrystallised from ethanol to give 4-benzylthiosemicarbazide as a crystalline solid (2.5 g), m.p. 127.6° C.